Dataset: the Open Reaction Database (ORD), a public repository of structured organic reaction records. Task: describe an organic reaction: reactants, conditions, products, and yield Reactants: CN(C)C=O, O=C1CCC(=O)N1Cl, ON=CCCc1c(Cl)cccc1Cl, O. As a reaction SMILES: [CH3:23][N:24]([CH3:25])[CH:26]=[O:27].[Cl:14][N:15]1[C:16](=[O:17])[CH2:18][CH2:19][C:20]1=[O:21].[Cl:1][c:2]1[c:3]([CH2:9][CH2:10][CH:11]=[N:12][OH:13])[c:4]([Cl:8])[cH:5][cH:6][cH:7]1.[OH2:22]>>[Cl:1][c:2]1[c:3]([CH2:9][CH2:10][C:11](=[N:12][OH:13])[Cl:14])[c:4]([Cl:8])[cH:5][cH:6][cH:7]1. The product is ON=C(Cl)CCc1c(Cl)cccc1Cl. Starting materials: COC(=O)CCN(Cc1ccc(OC)cc1)C(=O)CC(=O)OC, Cc1ccccc1, Cl, [K+], [K+], O=C([O-])[O-], C1COCCOCCOCCOCCOCCO1, O. The product is COc1ccc(CN2CCC(=O)CC2=O)cc1. As a reaction SMILES: [CH3:25][O:26][C:27]([CH2:28][C:29](=[O:30])[N:31]([CH2:32][CH2:33][C:34]([O:36][CH3:37])=[O:47])[CH2:38][c:39]1[cH:40][cH:41][c:42]([O:45][CH3:46])[cH:43][cH:44]1)=[O:35].[CH3:49][c:50]1[cH:51][cH:52][cH:53][cH:54][cH:55]1.[ClH:48].[K+:1].[K+:2].[O-:3][C:4]([O-:5])=[O:6].[O:7]1[CH2:8][CH2:9][O:10][CH2:11][CH2:12][O:13][CH2:14][CH2:15][O:16][CH2:17][CH2:18][O:19][CH2:20][CH2:21][O:22][CH2:23][CH2:24]1.[OH2:56]>>[CH2:28]1[C:29](=[O:30])[N:31]([CH2:38][c:39]2[cH:40][cH:41][c:42]([O:45][CH3:46])[cH:43][cH:44]2)[CH2:32][CH2:33][C:34]1=[O:36].